From a dataset of the Open Reaction Database (ORD), a public repository of structured organic reaction records. describe an organic reaction: reactants, conditions, products, and yield The reactants are ClC1=NC=C(C2=C(C=CC=C12)C)C(=O)O (1-chloro-5-methylisoquinolin-4-carboxylic acid), N1CCC1 (azetidine). The product is N1(CCC1)C(=O)C1=CN=C(C2=CC=CC(=C12)C)Cl (Azetidin-1-yl(1-chloro-5-methylisoquinolin-4-yl)methanone). As a reaction SMILES: [Cl:1][C:2]1[C:11]2[C:6](=[C:7]([CH3:12])[CH:8]=[CH:9][CH:10]=2)[C:5]([C:13]([OH:15])=O)=[CH:4][N:3]=1.[NH:16]1[CH2:19][CH2:18][CH2:17]1>>[N:16]1([C:13]([C:5]2[C:6]3[C:11](=[CH:10][CH:9]=[CH:8][C:7]=3[CH3:12])[C:2]([Cl:1])=[N:3][CH:4]=2)=[O:15])[CH2:19][CH2:18][CH2:17]1. Reported procedure: The title compound was prepared by using 1-chloro-5-methylisoquinolin-4-carboxylic acid (Intermediate-10) and azetidine by following the similar procedure as described for intermediate-11a. Reactants: CC(C(C)=O)(C)C (3,3-dimethyl-butan-2-one), C(C)(=O)O.C(=N)N (formamidine acetate). Run in C(CCC)O (butanol). Conditions: temperature 130 celsius, time 24 hour. The product is C(C)(C)(C)C1=NC=NC=C1 (4-tert-butyl-pyrimidine). Yield: 36.7%. RXN SMILES: [CH3:1][C:2]([CH3:7])([CH3:6])[C:3](=O)[CH3:4].[C:8](O)(=O)C.[CH:12]([NH2:14])=[NH:13]>C(O)CCC>[C:2]([C:3]1[CH:4]=[CH:8][N:14]=[CH:12][N:13]=1)([CH3:7])([CH3:6])[CH3:1] |f:1.2|. Reported procedure: A 100 mL reaction flask is charged with 3,3-dimethyl-butan-2-one (10 g, 0.1 mol), formamidine acetate (57 g, 0.5 mol), and butanol (50 mL). The reaction mixture is heated to 130° C. and stirred for 24 hours. The crude mass is washed once with aqueous sulfuric acid (10%, 100 mL) followed by twice with brine (30 mL). Butanol is recovered by roto-evaporation. The crude product is further purified with liquid chromatography (Biotage® system) and then crystallized. Product 4-tert-butyl-pyrimidine (˜5... The reactants are [Cl-].[Cl-].C[Zr](C1C(=CC2=CC=CC=C12)C)(C1C(=CC2=CC=CC=C12)C)(=[SiH2])C (dimethylsilylenebis(2-methylindenyl)zirconium dichloride), [H][H] (Hydrogen). The reagents and catalysts are [Pt]=O (platinum oxide). Solvent: ClCCl (dichloromethane). Conditions: time 8 hour. Product: [Cl-].[Cl-].C[Zr](C1C(CC2CC=CC=C12)C)(C1C(CC2CC=CC=C12)C)(=[SiH2])C (dimethylsilylenebis(2-methyltetrahydroindenyl)zirconium dichloride). Reaction SMILES: [Cl-:1].[Cl-].[CH3:3][Zr:4]([CH3:26])(=[SiH2:25])([CH:15]1[C:23]2[C:18](=[CH:19][CH:20]=[CH:21][CH:22]=2)[CH:17]=[C:16]1[CH3:24])[CH:5]1[C:13]2[C:8](=[CH:9][CH:10]=[CH:11][CH:12]=2)[CH:7]=[C:6]1[CH3:14].[H][H]>ClCCl.[Pt]=O>[Cl-:1].[Cl-:1].[CH3:26][Zr:4]([CH3:3])(=[SiH2:25])([CH:5]1[C:13]2[CH:8]([CH2:9][CH:10]=[CH:11][CH:12]=2)[CH2:7][CH:6]1[CH3:14])[CH:15]1[C:23]2[CH:18]([CH2:19][CH:20]=[CH:21][CH:22]=2)[CH2:17][CH:16]1[CH3:24] |f:0.1.2,6.7.8|. Procedure: A 0.5 g portion of dimethylsilylenebis(2-methylindenyl)zirconium dichloride obtained in Example 1 was dissolved in 250 ml of dichloromethane and introduced into a 1.0 liter autoclave, and 0.5 g of platinum oxide was then introduced. Hydrogen pressure was increased to 50 kg/cm2 ·G to carry out hydrogenation at 30° C. for 4 hours. After the reaction was completed, the slurry was filtered to separate the platinum catalyst, and the solvent was removed by distillation. The product was dissolved in 20...